Dataset: the Open Reaction Database (ORD), a public repository of structured organic reaction records. Task: describe an organic reaction: reactants, conditions, products, and yield Reactants: CCOC(=O)C(C)(Cc1ccc(O)cc1)Oc1ccccc1, Cc1ccc(S(=O)(=O)OCCc2nc(-c3ccccc3)oc2C)cc1. Product: CCOC(=O)C(C)(Cc1ccc(OCCc2nc(-c3ccccc3)oc2C)cc1)Oc1ccccc1. RXN SMILES: [CH2:1]([CH3:2])[O:3][C:4]([C:5]([CH2:6][c:7]1[cH:8][cH:9][c:10]([OH:13])[cH:11][cH:12]1)([O:14][c:15]1[cH:16][cH:17][cH:18][cH:19][cH:20]1)[CH3:21])=[O:22].[c:23]1(-[c:29]2[o:30][c:31]([CH3:47])[c:32]([CH2:34][CH2:35][O:36][S:37]([c:38]3[cH:39][cH:40][c:41]([CH3:42])[cH:43][cH:44]3)(=[O:45])=[O:46])[n:33]2)[cH:24][cH:25][cH:26][cH:27][cH:28]1>>[CH2:1]([CH3:2])[O:3][C:4]([C:5]([CH2:6][c:7]1[cH:8][cH:9][c:10]([O:13][CH2:35][CH2:34][c:32]2[c:31]([CH3:47])[o:30][c:29](-[c:23]3[cH:24][cH:25][cH:26][cH:27][cH:28]3)[n:33]2)[cH:11][cH:12]1)([O:14][c:15]1[cH:16][cH:17][cH:18][cH:19][cH:20]1)[CH3:21])=[O:22]. Starting materials: FC1=C(C(=CC=C1)F)O (2,6-difluorophenol), BrCCBr (1,2-dibromoethane), C([O-])([O-])=O.[K+].[K+] (potassium carbonate). The solvent is C(C)#N (acetonitrile), petroleum ether. Run at temperature 75 celsius. The product is BrCCOC1=C(C=CC=C1F)F (1-(2-bromoethoxy)-2,6-difluorobenzene). As a reaction SMILES: [F:1][C:2]1[CH:7]=[CH:6][CH:5]=[C:4]([F:8])[C:3]=1[OH:9].[Br:10][CH2:11][CH2:12]Br.C(=O)([O-])[O-].[K+].[K+]>C(#N)C>[Br:10][CH2:11][CH2:12][O:9][C:3]1[C:2]([F:1])=[CH:7][CH:6]=[CH:5][C:4]=1[F:8] |f:2.3.4|. Reported procedure: A mixture of 10 g of 2,6-difluorophenol, 40.5 cm3 of 1,2-dibromoethane and 15.3 g of potassium carbonate in 300 cm3 of acetonitrile was heated for 18 hours at a temperature in the region of 75° C., with stirring and under an inert atmosphere. After cooling to a temperature in the region of 20° C., the reaction mixture was filtered and washed with 3 times 30 cm3 of acetonitrile. The filtrate was concentrated to dryness under reduced pressure (2 kPa) at a temperature in the region of 40° C. The re... Reactants: Cc1ccccc1, CCOC(C)=O, CCCCCCC=CB(O)O, [K+], [K+], [K+], CC(=O)[O-], CC(=O)[O-], O=P([O-])([O-])[O-], [Pd+2], O=S(=O)(c1ccccc1)n1cc(Br)c(-c2cccnc2)n1. The product is CCCCCCC=Cc1cn(S(=O)(=O)c2ccccc2)nc1-c1cccnc1. Reaction SMILES: [CH3:1][c:2]1[cH:3][cH:4][cH:5][cH:6][cH:7]1.[CH3:48][CH2:49][O:50][C:51](=[O:52])[CH3:53].[CH:29](=[CH:30][CH2:31][CH2:32][CH2:33][CH2:34][CH2:35][CH3:36])[B:37]([OH:38])[OH:39].[K+:45].[K+:46].[K+:47].[O-:55][C:56]([CH3:57])=[O:58].[O-:59][C:60]([CH3:61])=[O:62].[P:40]([O-:41])([O-:42])([O-:43])=[O:44].[Pd+2:54].[c:8]1([S:14](=[O:15])(=[O:16])[n:17]2[n:18][c:19](-[c:23]3[cH:24][n:25][cH:26][cH:27][cH:28]3)[c:20]([Br:22])[cH:21]2)[cH:9][cH:10][cH:11][cH:12][cH:13]1>>[c:8]1([S:14](=[O:15])(=[O:16])[n:17]2[n:18][c:19](-[c:23]3[cH:24][n:25][cH:26][cH:27][cH:28]3)[c:20]([CH:29]=[CH:30][CH2:31][CH2:32][CH2:33][CH2:34][CH2:35][CH3:36])[cH:21]2)[cH:9][cH:10][cH:11][cH:12][cH:13]1. The reactants are FC1=CC=C(C=C1)C(O)(C1CCNCC1)C1=CC=C(C=C1)F (α,α-bis(4-fluorophenyl)-4-piperidinemethanol), ClCCC(=O)NC (3-chloro-N-methylpropanamide), C([O-])([O-])=O.[Na+].[Na+] (sodium carbonate), [I-].[K+] (potassium iodide). Solvent: CN(C=O)C (N,N-dimethylformamide), O (water), petroleum ether. Product: FC1=CC=C(C=C1)C(C1CCN(CC1)CCC(=O)NC)(O)C1=CC=C(C=C1)F (4-[Bis(4-fluorophenyl)hydroxymethyl]-N-methyl-1-piperidinepropanamide). The yield is 48.5%. As a reaction SMILES: [F:1][C:2]1[CH:7]=[CH:6][C:5]([C:8]([C:16]2[CH:21]=[CH:20][C:19]([F:22])=[CH:18][CH:17]=2)([CH:10]2[CH2:15][CH2:14][NH:13][CH2:12][CH2:11]2)[OH:9])=[CH:4][CH:3]=1.Cl[CH2:24][CH2:25][C:26]([NH:28][CH3:29])=[O:27].C(=O)([O-])[O-].[Na+].[Na+].[I-].[K+]>CN(C)C=O.O>[F:1][C:2]1[CH:7]=[CH:6][C:5]([C:8]([C:16]2[CH:17]=[CH:18][C:19]([F:22])=[CH:20][CH:21]=2)([OH:9])[CH:10]2[CH2:11][CH2:12][N:13]([CH2:24][CH2:25][C:26]([NH:28][CH3:29])=[O:27])[CH2:14][CH2:15]2)=[CH:4][CH:3]=1 |f:2.3.4,5.6|. Procedure details: A mixture of 5.0 g (0.017 mole) of α,α-bis(4-fluorophenyl)-4-piperidinemethanol, 3.0 g (0.025 mole) of 3-chloro-N-methylpropanamide, 15.0 g (0.142 mole) of anhydrous sodium carbonate and 0.3 g (0.002 mole) of potassium iodide in 100 ml of N,N-dimethylformamide was heated on a steam bath for 16 h. The mixture was poured into 1.5 L of water and extracted twice with 150 ml portions of ethyl acetate. The ethyl acetate fractions were combined, washed with water and brine, dried (MgSO4) and concentrat... The product is FC1=CC=C(C=C1)N1CCN(CC1)CCCC=1NN=C2C1CNCC2 (3-(3-(4-(4-fluorophenyl)piperazin-1-yl)propyl)-4,5,6,7-tetrahydro-2H-pyrazolo[4,3-c]pyridine). Run in C(C)O (ethanol). Reported procedure: 5-Benzyl-3-(3-(4-(4-fluorophenyl)piperazin-1-yl)propyl)-4,5,6,7-tetrahydro-2H-pyrazolo[4,3-c]pyridine (0.5 g) obtained in Example 139 was dissolved in ethanol (10 ml), and Raney nickel (0.2 g) was added to perform catalytic reduction. After the completion of the reaction, the reaction mixture was filtered through celite and the filtrate was concentrated under reduced pressure. The obtained residue was subjected to silica gel column chromatography to give 3-(3-(4-(4-fluorophenyl)piperazin-1-yl)pr... As a reaction SMILES: C([N:8]1[CH2:13][CH2:12][C:11]2=[N:14][NH:15][C:16]([CH2:17][CH2:18][CH2:19][N:20]3[CH2:25][CH2:24][N:23]([C:26]4[CH:31]=[CH:30][C:29]([F:32])=[CH:28][CH:27]=4)[CH2:22][CH2:21]3)=[C:10]2[CH2:9]1)C1C=CC=CC=1>C(O)C.[Ni]>[F:32][C:29]1[CH:28]=[CH:27][C:26]([N:23]2[CH2:22][CH2:21][N:20]([CH2:19][CH2:18][CH2:17][C:16]3[NH:15][N:14]=[C:11]4[CH2:12][CH2:13][NH:8][CH2:9][C:10]=34)[CH2:25][CH2:24]2)=[CH:31][CH:30]=1. The reactants are C(C1=CC=CC=C1)N1CC=2C(CC1)=NNC2CCCN2CCN(CC2)C2=CC=C(C=C2)F (5-benzyl-3-(3-(4-(4-fluorophenyl)piperazin-1-yl)propyl)-4,5,6,7-tetrahydro-2H-pyrazolo[4,3-c]pyridine). Reagents/catalysts: [Ni] (Raney nickel). Reactants: O=C(NC1CC(I)C2CC1C(=O)O2)OCc1ccccc1, C1CCC2=NCCCN2CC1, c1ccccc1. The product is O=C(NC1C=CC2CC1C(=O)O2)OCc1ccccc1. Reaction SMILES: [CH2:1]([c:2]1[cH:3][cH:4][cH:5][cH:6][cH:7]1)[O:8][C:9](=[O:10])[NH:11][CH:12]1[CH:13]2[C:14](=[O:21])[O:15][CH:16]([CH:17]([I:19])[CH2:18]1)[CH2:20]2.[N:22]12[CH2:23][CH2:24][CH2:25][N:26]=[C:27]1[CH2:28][CH2:29][CH2:30][CH2:31][CH2:32]2.[cH:33]1[cH:34][cH:35][cH:36][cH:37][cH:38]1>>[CH2:1]([c:2]1[cH:3][cH:4][cH:5][cH:6][cH:7]1)[O:8][C:9](=[O:10])[NH:11][CH:12]1[CH:13]2[C:14](=[O:21])[O:15][CH:16]([CH:17]=[CH:18]1)[CH2:20]2.